Dataset: the Open Reaction Database (ORD), a public repository of structured organic reaction records. Task: describe an organic reaction: reactants, conditions, products, and yield Reactants: Cl(=O)[O-].[Na+] (sodium chlorite), P(=O)(O)(O)[O-].[Na+] (sodium dihydrogenphosphate), CC(C)=CC (2-methyl-2-butene), ClC1=C(C(=O)NC=2C=CC=C3C(=C(C=NC23)CC)C=O)C(=CC=C1)Cl (8-(2,6-dichlorobenzoylamino)-3-ethyl-4-formylquinoline). Run in C(C)(C)(C)O (tert-butanol), O (water). Reaction conditions: time 3 hour. The product is C(=O)(O)C1=C(C=NC2=C(C=CC=C12)NC(C1=C(C=CC=C1Cl)Cl)=O)CC (4-carboxy-8-(2,6-dichlorobenzoylamino)-3-ethylquinoline). Yield: 63.0%. RXN SMILES: P([O-])(O)(O)=O.[Na+].CC(=CC)C.[Cl:12][C:13]1[CH:35]=[CH:34][CH:33]=[C:32]([Cl:36])[C:14]=1[C:15]([NH:17][C:18]1[CH:19]=[CH:20][CH:21]=[C:22]2[C:27]=1[N:26]=[CH:25][C:24]([CH2:28][CH3:29])=[C:23]2[CH:30]=[O:31])=[O:16].Cl([O-])=[O:38].[Na+]>C(O)(C)(C)C.O>[C:30]([C:23]1[C:22]2[C:27](=[C:18]([NH:17][C:15](=[O:16])[C:14]3[C:32]([Cl:36])=[CH:33][CH:34]=[CH:35][C:13]=3[Cl:12])[CH:19]=[CH:20][CH:21]=2)[N:26]=[CH:25][C:24]=1[CH2:28][CH3:29])([OH:38])=[O:31] |f:0.1,4.5|. Reported procedure: To a solution of sodium dihydrogenphosphate (395 mg) and 2-methyl-2-butene (578 mg) in tert-butanol (6 ml) and water (1.5 ml) was added 8-(2,6-dichlorobenzoylamino)-3-ethyl-4-formylquinoline (615 mg) at ambient temperature, and to the mixture was portionwise added sodium chlorite (298 mg) at the same temperature. The mixture was stirred for 3 hours at the same temperature. The mixture was quenched by diluted hydrochloric acid and extracted with dichloromethane. The extract was dried over magnesi... Starting materials: [Na+], [OH-], On1nnc2ccccc21, O=S(=O)(Cl)c1ccccc1. Product: O=S(=O)(On1nnc2ccccc21)c1ccccc1. RXN SMILES: [Na+:22].[OH-:21].[OH:1][n:2]1[n:3][n:4][c:5]2[c:6]1[cH:7][cH:8][cH:9][cH:10]2.[c:11]1([S:17](=[O:18])(=[O:19])[Cl:20])[cH:12][cH:13][cH:14][cH:15][cH:16]1>>[O:1]([n:2]1[n:3][n:4][c:5]2[c:6]1[cH:7][cH:8][cH:9][cH:10]2)[S:17]([c:11]1[cH:12][cH:13][cH:14][cH:15][cH:16]1)(=[O:18])=[O:19]. The reactants are ClC1=C2C(=NC=C1[N+](=O)[O-])C=CS2 (7-Chloro-6-nitrothieno[3,2-b]pyridine), NC1C(CN(CC1)C(=O)OC(C)(C)C)O (tert-butyl 4-amino-3-hydroxypiperidine-1-carboxylate), C(C)(C)N(C(C)C)CC (N,N-diisopropylethylamine). Solvent: C(C)(C)O (isopropyl alcohol), O (water). Conditions: temperature 90 celsius. Product: OC1CN(CCC1NC1=C2C(=NC=C1[N+](=O)[O-])C=CS2)C(=O)OC(C)(C)C (tert-Butyl 3-hydroxy-4-[(6-nitrothieno[3,2-b]pyridin-7-yl)amino]piperidine-1-carboxylate). Yield: 90.5%. RXN SMILES: Cl[C:2]1[C:7]([N+:8]([O-:10])=[O:9])=[CH:6][N:5]=[C:4]2[CH:11]=[CH:12][S:13][C:3]=12.[NH2:14][CH:15]1[CH2:20][CH2:19][N:18]([C:21]([O:23][C:24]([CH3:27])([CH3:26])[CH3:25])=[O:22])[CH2:17][CH:16]1[OH:28].C(N(CC)C(C)C)(C)C>C(O)(C)C.O>[OH:28][CH:16]1[CH:15]([NH:14][C:2]2[C:7]([N+:8]([O-:10])=[O:9])=[CH:6][N:5]=[C:4]3[CH:11]=[CH:12][S:13][C:3]=23)[CH2:20][CH2:19][N:18]([C:21]([O:23][C:24]([CH3:27])([CH3:26])[CH3:25])=[O:22])[CH2:17]1. Procedure: A mixture of 7-chloro-6-nitrothieno[3,2-b]pyridine (0.61 g, 2.8 mmol) (Example 1, Step 2), tert-butyl 4-amino-3-hydroxypiperidine-1-carboxylate (from Aurora, 0.95 g, 4.4 mmol) and N,N-diisopropylethylamine (0.99 mL, 5.7 mmol) in isopropyl alcohol (7.4 mL) was heated at 90° C. for 2 h. The resulting mixture was diluted with water. The precipitate was collected by filtration, washed with water and air-dried to give the desired product (1 g, 89%). LCMS calculated for C17H23N4O5S (M+H)+: m/z=395.1. ... The reactants are N(=O)[O-].[Na+] (sodium nitrite), ClC=1C=CC(=C(C1)C1=NC=CC=C1N)OC (2-(5-chloro-2-methoxyphenyl)pyridin-3-amine), C1CCOC1 (THF), [H+].[B-](F)(F)(F)F (HBF4). The solvent is O (H2O), O (water). Reaction conditions: temperature -10 celsius, time 8 hour. Yields the product ClC=1C=CC2=C(C1)C1=NC=CC=C1O2 (8-chlorobenzofuro[3,2-b]pyridine). The yield is 75.6%. As a reaction SMILES: [Cl:1][C:2]1[CH:3]=[CH:4][C:5]([O:15]C)=[C:6]([C:8]2[C:13](N)=[CH:12][CH:11]=[CH:10][N:9]=2)[CH:7]=1.C1COCC1.[H+].[B-](F)(F)(F)F.N([O-])=O.[Na+]>O>[Cl:1][C:2]1[CH:3]=[CH:4][C:5]2[O:15][C:13]3[C:8](=[N:9][CH:10]=[CH:11][CH:12]=3)[C:6]=2[CH:7]=1 |f:2.3,4.5|. Procedure details: The 500 mL round-bottom flask, equipped with magnetic stirrer and reflux condenser was charged with 2-(5-chloro-2-methoxyphenyl)pyridin-3-amine (9.00 g, 39 mmol), 70 mL THF, 70 mL HBF4 (50% in water) and 40 mL H2O. Reaction mixture was cooled to −10° C., and solution of sodium nitrite (5.6 g in 20 mL water) was added dropwise. Reaction mixture was warmed gradually to room temperature and stirred overnight. The reaction mixture was diluted with 500 mL of water and extracted with ethyl acetate (4×... Starting materials: C1(=CC=CC=C1)NC(C(=CC1=CNC2=CC=C(C=C12)[N+](=O)[O-])C#N)=O (N-phenyl β-(5-nitro-3-indolyl)-α-cyanoacrylamide), [H][H] (hydrogen), [H][H] (hydrogen). Reagents/catalysts: [Pd] (palladium on charcoal). Run in C(C)O (ethanol). The product is C1(=CC=CC=C1)NC(C(=CC1=CNC2=CC=C(C=C12)N)C#N)=O (N-phenyl β-(5-amino-3-indolyl)-α-cyanoacrylamide). Isolated yield 80.0%. RXN SMILES: [C:1]1([NH:7][C:8](=[O:25])[C:9]([C:23]#[N:24])=[CH:10][C:11]2[C:19]3[C:14](=[CH:15][CH:16]=[C:17]([N+:20]([O-])=O)[CH:18]=3)[NH:13][CH:12]=2)[CH:6]=[CH:5][CH:4]=[CH:3][CH:2]=1.[H][H]>C(O)C.[Pd]>[C:1]1([NH:7][C:8](=[O:25])[C:9]([C:23]#[N:24])=[CH:10][C:11]2[C:19]3[C:14](=[CH:15][CH:16]=[C:17]([NH2:20])[CH:18]=3)[NH:13][CH:12]=2)[CH:6]=[CH:5][CH:4]=[CH:3][CH:2]=1. Procedure details: To a solution of N-phenyl β-(5-nitro-3-indolyl)-α-cyanoacrylamide (3.324 g, 0.010 mol) in anhydrous ethanol (200 ml) was added palladium on charcoal (0.200 g) and the mixture was hydrogenated at room temperature and atmospheric pressure until 3 equivalent of hydrogen has been taken up. The hydrogen uptake was graphed as function of time. The catalyst was filtered and the solution concentrated under vacuum until crystallization began. The mixture was cooled to 0°-5° C., filtered, the residue wash... Starting materials: OCCCCCCCCO, CN(C)CC(N)CC(=O)OCc1ccccc1, Cl, Cl, Fc1cccc(CBr)c1F, OCCCCCCCCOCc1cccc(F)c1F, O=C(O)CCCCCCCOCc1cccc(F)c1F. The product is CN(C)CC(CC(=O)OCc1ccccc1)NC(=O)CCCCCCCOCc1cccc(F)c1F. As a reaction SMILES: [CH2:1]([OH:2])[CH2:3][CH2:4][CH2:5][CH2:6][CH2:7][CH2:8][CH2:9][OH:10].[CH2:62]([c:63]1[cH:64][cH:65][cH:66][cH:67][cH:68]1)[O:69][C:70]([CH2:71][CH:72]([CH2:73][N:74]([CH3:75])[CH3:76])[NH2:77])=[O:78].[ClH:60].[ClH:61].[F:11][c:12]1[c:13]([F:14])[cH:15][cH:16][cH:17][c:18]1[CH2:19][Br:20].[F:21][c:22]1[c:23]([CH2:24][O:25][CH2:26][CH2:27][CH2:28][CH2:29][CH2:30][CH2:31][CH2:32][CH2:33][OH:34])[cH:35][cH:36][cH:37][c:38]1[F:39].[F:40][c:41]1[c:42]([F:43])[cH:44][cH:45][cH:46][c:47]1[CH2:48][O:49][CH2:50][CH2:51][CH2:52][CH2:53][CH2:54][CH2:55][CH2:56][C:57]([OH:58])=[O:59]>>[F:21][c:22]1[c:23]([CH2:24][O:25][CH2:26][CH2:27][CH2:28][CH2:29][CH2:30][CH2:31][CH2:32][C:33](=[O:34])[NH:77][CH:72]([CH2:71][C:70]([O:69][CH2:62][c:63]2[cH:64][cH:65][cH:66][cH:67][cH:68]2)=[O:78])[CH2:73][N:74]([CH3:75])[CH3:76])[cH:35][cH:36][cH:37][c:38]1[F:39].